This data is from the Open Reaction Database (ORD), a public repository of structured organic reaction records. The task is: describe an organic reaction: reactants, conditions, products, and yield Reactants: CS(=O)(=O)Cl, CN(C)c1ccncc1, Cl, CN(C)C=O, NC(=O)c1cc(-c2ccccc2)cc2c(C3CCNCC3)n[nH]c12. Product: CS(=O)(=O)N1CCC(c2n[nH]c3c(C(N)=O)cc(-c4ccccc4)cc23)CC1. RXN SMILES: [CH3:26][S:27]([Cl:28])(=[O:29])=[O:30].[CH3:31][N:32]([c:33]1[cH:34][cH:35][n:36][cH:37][cH:38]1)[CH3:39].[ClH:1].[O:40]=[CH:41][N:42]([CH3:43])[CH3:44].[c:2]1(-[c:8]2[cH:9][c:10]3[c:11]([CH:20]4[CH2:21][CH2:22][NH:23][CH2:24][CH2:25]4)[n:12][nH:13][c:14]3[c:15]([C:17](=[O:18])[NH2:19])[cH:16]2)[cH:3][cH:4][cH:5][cH:6][cH:7]1>>[c:2]1(-[c:8]2[cH:9][c:10]3[c:11]([CH:20]4[CH2:21][CH2:22][N:23]([S:27]([CH3:26])(=[O:29])=[O:30])[CH2:24][CH2:25]4)[n:12][nH:13][c:14]3[c:15]([C:17](=[O:18])[NH2:19])[cH:16]2)[cH:3][cH:4][cH:5][cH:6][cH:7]1. Starting materials: COC(=O)C1CC(=O)N(c2ccc(OCc3ccc(F)cc3)cc2)C1, CCOC(C)=O, Cl, C1COCCO1. Yields the product O=C(O)C1CC(=O)N(c2ccc(OCc3ccc(F)cc3)cc2)C1. Reaction SMILES: [CH3:1][O:2][C:3](=[O:4])[CH:5]1[CH2:6][N:7]([c:11]2[cH:12][cH:13][c:14]([O:17][CH2:18][c:19]3[cH:20][cH:21][c:22]([F:25])[cH:23][cH:24]3)[cH:15][cH:16]2)[C:8](=[O:10])[CH2:9]1.[CH3:33][CH2:34][O:35][C:36](=[O:37])[CH3:38].[ClH:26].[O:27]1[CH2:28][CH2:29][O:30][CH2:31][CH2:32]1>>[O:2]=[C:3]([OH:4])[CH:5]1[CH2:6][N:7]([c:11]2[cH:12][cH:13][c:14]([O:17][CH2:18][c:19]3[cH:20][cH:21][c:22]([F:25])[cH:23][cH:24]3)[cH:15][cH:16]2)[C:8](=[O:10])[CH2:9]1. The reactants are C(C)(=O)NC1=CC=C(C=C1C1=C(C=C(C=C1C)OCC1(CCS(CC1)(=O)=O)O)C)CNC1=CC(=C(C=C1)CCC(=O)O)F (3-{4-[({6-(acetylamino)-4′-[(4-hydroxy-1,1-dioxidotetrahydro-2H-thiopyran-4-yl)methoxy]-2′,6′-dimethylbiphenyl-3-yl}methyl)amino]-2-fluorophenyl}propanoic acid), [OH-].[Na+] (sodium hydroxide), [Cl-].[Ca+2].[Cl-] (calcium chloride). Run in CO (methanol). Yields the product [Ca+2].C(C)(=O)NC1=CC=C(C=C1C1=C(C=C(C=C1C)OCC1(CCS(CC1)(=O)=O)O)C)CNC1=CC(=C(C=C1)CCC(=O)[O-])F.C(C)(=O)NC1=CC=C(C=C1C1=C(C=C(C=C1C)OCC1(CCS(CC1)(=O)=O)O)C)CNC1=CC(=C(C=C1)CCC(=O)[O-])F (3-{4-[({6-(acetylamino)-4′-[(4-hydroxy-1,1-dioxidotetrahydro-2H-thiopyran-4-yl)methoxy]-2′,6′-dimethylbiphenyl-3-yl}methyl)amino]-2-fluorophenyl}propanoic acid calcium salt). Isolated yield 44.3%. RXN SMILES: [C:1]([NH:4][C:5]1[C:10]([C:11]2[C:16]([CH3:17])=[CH:15][C:14]([O:18][CH2:19][C:20]3([OH:28])[CH2:25][CH2:24][S:23](=[O:27])(=[O:26])[CH2:22][CH2:21]3)=[CH:13][C:12]=2[CH3:29])=[CH:9][C:8]([CH2:30][NH:31][C:32]2[CH:37]=[CH:36][C:35]([CH2:38][CH2:39][C:40]([OH:42])=[O:41])=[C:34]([F:43])[CH:33]=2)=[CH:7][CH:6]=1)(=[O:3])[CH3:2].[OH-].[Na+].[Cl-].[Ca+2:47].[Cl-]>CO>[Ca+2:47].[C:1]([NH:4][C:5]1[C:10]([C:11]2[C:16]([CH3:17])=[CH:15][C:14]([O:18][CH2:19][C:20]3([OH:28])[CH2:21][CH2:22][S:23](=[O:27])(=[O:26])[CH2:24][CH2:25]3)=[CH:13][C:12]=2[CH3:29])=[CH:9][C:8]([CH2:30][NH:31][C:32]2[CH:37]=[CH:36][C:35]([CH2:38][CH2:39][C:40]([O-:42])=[O:41])=[C:34]([F:43])[CH:33]=2)=[CH:7][CH:6]=1)(=[O:3])[CH3:2].[C:1]([NH:4][C:5]1[C:10]([C:11]2[C:16]([CH3:17])=[CH:15][C:14]([O:18][CH2:19][C:20]3([OH:28])[CH2:21][CH2:22][S:23](=[O:27])(=[O:26])[CH2:24][CH2:25]3)=[CH:13][C:12]=2[CH3:29])=[CH:9][C:8]([CH2:30][NH:31][C:32]2[CH:37]=[CH:36][C:35]([CH2:38][CH2:39][C:40]([O-:42])=[O:41])=[C:34]([F:43])[CH:33]=2)=[CH:7][CH:6]=1)(=[O:3])[CH3:2] |f:1.2,3.4.5,7.8.9|. Reported procedure: To a solution of 3-{4-[({6-(acetylamino)-4′-[(4-hydroxy-1,1-dioxidotetrahydro-2H-thiopyran-4-yl)methoxy]-2′,6′-dimethylbiphenyl-3-yl}methyl)amino]-2-fluorophenyl}propanoic acid (86.3 mg, 0.14 mmol) in methanol (1 mL) was added 1 M sodium hydroxide solution (0.14 mL). Successively, an aqueous solution of calcium chloride (8.7 mg, 0.07 mmol) was gradually added. The precipitated solid was collected by filtration, washed with water, and vacuum dried to give the title compound (39.2 mg, yield 44%) a... Starting materials: C([O-])([O-])=O.[K+].[K+] (potassium carbonate), FC1=CC=C(C=C1)B(O)O ((4-fluorophenyl)boronic acid), IC1=CC(N(C=C1)CC[C@](C(=O)NOC1OCCCC1)(S(=O)(=O)C)C)=O ((2R)-4-(4-iodo-2-oxopyridin-1(2H)-yl)-2-methyl-2-(methylsulfonyl)-N-(tetrahydro-2H-pyran-2-yloxy)butanamide), O (water). Reagents/catalysts: [Pd] (Pd). Solvent: O1CCOCC1 (dioxane). Run at temperature 80 celsius. Product: FC1=CC=C(C=C1)C1=CC(N(C=C1)CC[C@](C(=O)NOC1OCCCC1)(S(=O)(=O)C)C)=O ((2R)-4-[4-(4-fluorophenyl)-2-oxopyridin-1(2H)-yl]-2-methyl-2-(methylsulfonyl)-N-(tetrahydro-2H-pyran-2-yloxy)butanamide). As a reaction SMILES: C(=O)([O-])[O-].[K+].[K+].[F:7][C:8]1[CH:13]=[CH:12][C:11](B(O)O)=[CH:10][CH:9]=1.I[C:18]1[CH:23]=[CH:22][N:21]([CH2:24][CH2:25][C@@:26]([CH3:41])([S:37]([CH3:40])(=[O:39])=[O:38])[C:27]([NH:29][O:30][CH:31]2[CH2:36][CH2:35][CH2:34][CH2:33][O:32]2)=[O:28])[C:20](=[O:42])[CH:19]=1.O>O1CCOCC1.[Pd]>[F:7][C:8]1[CH:13]=[CH:12][C:11]([C:18]2[CH:23]=[CH:22][N:21]([CH2:24][CH2:25][C@@:26]([CH3:41])([S:37]([CH3:40])(=[O:39])=[O:38])[C:27]([NH:29][O:30][CH:31]3[CH2:36][CH2:35][CH2:34][CH2:33][O:32]3)=[O:28])[C:20](=[O:42])[CH:19]=2)=[CH:10][CH:9]=1 |f:0.1.2|. Procedure details: Pd EnCat™ (200 mg, 0.06 mmol) was added to a mixture of potassium carbonate (250 mg, 1.81 mmol), (4-fluorophenyl)boronic acid (84 mg, 0.602 mmol), and (2R)-4-(4-iodo-2-oxopyridin-1(2H)-yl)-2-methyl-2-(methylsulfonyl)-N-(tetrahydro-2H-pyran-2-yloxy)butanamide, which may be produced as in Preparation 2 B, (300 mg, 0.602 mmol) in dioxane:water (5.5 mL, 10:1mixture) in a 25 mL round bottom flask. The flask was heated overnight at 80° C. The reaction was cooled to ambient temperature and filtered thr... The reactants are NCC1CCC(C(=O)O)CC1, N=C(N)S, [Na+], [OH-], O, O=S(=O)(O)O. The product is N=C(N)NCC1CCC(C(=O)O)CC1. Reaction SMILES: [NH2:12][CH2:13][CH:14]1[CH2:15][CH2:16][CH:17]([C:20](=[O:21])[OH:22])[CH2:18][CH2:19]1.[NH2:6][C:7]([SH:8])=[NH:9].[Na+:11].[OH-:10].[OH2:23].[S:1]([OH:2])([OH:3])(=[O:4])=[O:5]>>[NH:6]=[C:7]([NH2:9])[NH:12][CH2:13][CH:14]1[CH2:15][CH2:16][CH:17]([C:20](=[O:21])[OH:22])[CH2:18][CH2:19]1.